The task is: describe an organic reaction: reactants, conditions, products, and yield. This data is from the Open Reaction Database (ORD), a public repository of structured organic reaction records. Starting materials: ClCCl, CN(C)c1ccccn1, CNOC, CN1CCOCC1, CN(C)C=O, O=C1OCCN1P(=O)(Cl)N1CCOC1=O, O=C(O)C1CS[SH](c2cccnc2)C1. Product: CON(C)C(=O)C1CS[SH](c2cccnc2)C1. Reaction SMILES: [CH2:55]([Cl:56])[Cl:57].[CH3:19][N:20]([c:21]1[cH:22][cH:23][cH:24][cH:25][n:26]1)[CH3:27].[CH3:1][O:2][NH:3][CH3:4].[CH3:28][N:29]1[CH2:30][CH2:31][O:32][CH2:33][CH2:34]1.[CH3:50][N:51]([CH3:52])[CH:53]=[O:54].[O:35]=[C:36]1[N:37]([P:38]([Cl:39])([N:40]2[CH2:41][CH2:42][O:43][C:44]2=[O:45])=[O:46])[CH2:47][CH2:48][O:49]1.[n:5]1[cH:6][c:7]([SH:11]2[S:12][CH2:13][CH:14]([C:16](=[O:17])[OH:18])[CH2:15]2)[cH:8][cH:9][cH:10]1>>[CH3:1][O:2][N:3]([CH3:4])[C:16]([CH:14]1[CH2:13][S:12][SH:11]([c:7]2[cH:6][n:5][cH:10][cH:9][cH:8]2)[CH2:15]1)=[O:18]. Reactants: NC1=CC(=C(C(=O)OC)C=C1)F (methyl 4-amino-2-fluorobenzoate), ClCCCS(=O)(=O)Cl (3-chloropropane-1-sulfonyl chloride). Yields the product O=S1(N(CCC1)C1=CC(=C(C(=O)O)C=C1)F)=O (4-(1,1-dioxo-1λ6-isothiazolidin-2-yl)-2-fluorobenzoic acid). RXN SMILES: [NH2:1][C:2]1[CH:11]=[CH:10][C:5]([C:6]([O:8]C)=[O:7])=[C:4]([F:12])[CH:3]=1.Cl[CH2:14][CH2:15][CH2:16][S:17](Cl)(=[O:19])=[O:18]>>[O:18]=[S:17]1(=[O:19])[CH2:16][CH2:15][CH2:14][N:1]1[C:2]1[CH:11]=[CH:10][C:5]([C:6]([OH:8])=[O:7])=[C:4]([F:12])[CH:3]=1. Procedure: Using methyl 4-amino-2-fluorobenzoate (1.02 g) and 3-chloropropane-1-sulfonyl chloride (0.97 mL) and by the reaction and treatment in the same manner as in Preparation Example 16, the title compound (1.09 g) was obtained. Starting materials: I.C(\C=C/C(=O)O)(=O)O.N(C(=N)N)C=1SC=C(N1)CSCCNC(SC)=NC (2-guanidino-4-[2-(2,3-dimethylisothioureido)ethylthiomethyl]thiazole hydrogen maleate hydriodide), C([O-])([O-])=O.[K+].[K+] (potassium carbonate). Run in O (water). Run at time 16 hour. Product: O.C(\C=C/C(=O)O)(=O)O.N(C(=N)N)C=1SC=C(N1)CSCCNC(=O)NC.N(C(=N)N)C=1SC=C(N1)CSCCNC(=O)NC.C(\C=C/C(=O)O)(=O)O (2-guanidino-4-[2-(3-methylureido)ethylthiomethyl]thiazole hydrogen maleate hemihydrate). RXN SMILES: I.[C:2]([OH:9])(=[O:8])/[CH:3]=[CH:4]\[C:5]([OH:7])=[O:6].[NH:10]([C:14]1[S:15][CH:16]=[C:17]([CH2:19][S:20][CH2:21][CH2:22][NH:23][C:24](=[N:27][CH3:28])SC)[N:18]=1)[C:11]([NH2:13])=[NH:12].C(=O)([O-])[O-:30].[K+].[K+]>O>[OH2:6].[C:2]([OH:9])(=[O:8])/[CH:3]=[CH:4]\[C:5]([OH:7])=[O:6].[NH:10]([C:14]1[S:15][CH:16]=[C:17]([CH2:19][S:20][CH2:21][CH2:22][NH:23][C:24]([NH:27][CH3:28])=[O:30])[N:18]=1)[C:11]([NH2:13])=[NH:12].[NH:10]([C:14]1[S:15][CH:16]=[C:17]([CH2:19][S:20][CH2:21][CH2:22][NH:23][C:24]([NH:27][CH3:28])=[O:6])[N:18]=1)[C:11]([NH2:13])=[NH:12].[C:2]([OH:9])(=[O:8])/[CH:3]=[CH:4]\[C:5]([OH:7])=[O:6] |f:0.1.2,3.4.5,7.8.9.10.11|. Reported procedure: A solution of 2-guanidino-4-[2-(2,3-dimethylisothioureido)ethylthiomethyl]thiazole hydrogen maleate hydriodide (0.8 g.) in water (10 ml.) was treated with an aqueous solution of potassium carbonate (0.3 g. in 5 ml. water) and the solution heated on the steam bath for 4 hours. After cooling and allowing to stand for 16 hours the aqueous layer was decanted from the brown gum and the gum taken up into ethanol and filtered. The filtrate was evaporated to dryness and the residue converted to the hydr...